From a dataset of the Open Reaction Database (ORD), a public repository of structured organic reaction records. describe an organic reaction: reactants, conditions, products, and yield The reactants are C([O-])([O-])=O.[K+].[K+] (potassium carbonate), ClCCOC(=O)NC1=CC=C(C=C1)C(C(=O)NC1=CC(=NN1C(=O)OCCCl)C1CC1)C (2-chloroethyl 5-{[2-(4-{[(2-chloroethoxy)carbonyl]amino}phenyl)propanoyl]amino}-3cyclopropyl-1H-pyrazole-1-carboxylate), CO (methanol). Run in CN(C=O)C (N,N-dimethylformamide). Reaction conditions: time 19 hour. Yields the product C1(CC1)C1=NNC(=C1)NC(C(C)C1=CC=C(C=C1)N1C(OCC1)=O)=O (N-(3-cyclopropyl-1H-pyrazol-5-yl)-2-[4-(2-oxo -1,3-oxazolidin-3-yl)phenyl]propanamide). Isolated yield 76.9%. RXN SMILES: Cl[CH2:2][CH2:3][O:4][C:5]([NH:7][C:8]1[CH:13]=[CH:12][C:11]([CH:14]([CH3:32])[C:15]([NH:17][C:18]2[N:22](C(OCCCl)=O)[N:21]=[C:20]([CH:29]3[CH2:31][CH2:30]3)[CH:19]=2)=[O:16])=[CH:10][CH:9]=1)=[O:6].C(=O)([O-])[O-].[K+].[K+].CO>CN(C)C=O>[CH:29]1([C:20]2[CH:19]=[C:18]([NH:17][C:15](=[O:16])[CH:14]([C:11]3[CH:10]=[CH:9][C:8]([N:7]4[CH2:2][CH2:3][O:4][C:5]4=[O:6])=[CH:13][CH:12]=3)[CH3:32])[NH:22][N:21]=2)[CH2:31][CH2:30]1 |f:1.2.3|. Reported procedure: 431 mg (0.89 mmol) of 2-chloroethyl 5-{[2-(4-{[(2-chloroethoxy)carbonyl]amino}phenyl)propanoyl]amino}-3cyclopropyl-1H-pyrazole-1-carboxylate were dissolved in 3 ml of N,N-dimethylformamide and 124 mg (0.89 mmol) of potassium carbonate were added and the mixture stirred at room temperature for 19 hours. The reaction mixture was poured into 30 ml of methanol and stirred for 40 minutes, evaporated under vacuum, diluted with 40 ml of methanol and washed with a saturated aqueous ammonium chloride sol...